This data is from the Open Reaction Database (ORD), a public repository of structured organic reaction records. The task is: describe an organic reaction: reactants, conditions, products, and yield Reactants: CS(=O)(=O)Oc1cc(N=C=S)c(F)cc1Cl, C1COCCO1, OCC1CCCN1. Product: CS(=O)(=O)Oc1cc(N=C2SCC3CCCN23)c(F)cc1Cl. RXN SMILES: [Cl:8][c:9]1[cH:10][c:11]([F:23])[c:12]([N:20]=[C:21]=[S:22])[cH:13][c:14]1[O:15][S:16](=[O:17])(=[O:18])[CH3:19].[O:24]1[CH2:25][CH2:26][O:27][CH2:28][CH2:29]1.[OH:1][CH2:2][CH:3]1[NH:4][CH2:5][CH2:6][CH2:7]1>>[CH2:2]1[CH:3]2[N:4]([CH2:5][CH2:6][CH2:7]2)[C:21](=[N:20][c:12]2[c:11]([F:23])[cH:10][c:9]([Cl:8])[c:14]([O:15][S:16](=[O:17])(=[O:18])[CH3:19])[cH:13]2)[S:22]1. Reactants: COC(CN(C)C(=O)CNC(=O)OCc1ccccc1)OC, Cc1ccccc1, O, Cc1ccc(S(=O)(=O)O)cc1. The product is CN1C=CN(C(=O)OCc2ccccc2)CC1=O. Reaction SMILES: [CH2:1]([c:2]1[cH:3][cH:4][cH:5][cH:6][cH:7]1)[O:8][C:9](=[O:10])[NH:11][CH2:12][C:13](=[O:14])[N:15]([CH3:16])[CH2:17][CH:18]([O:19][CH3:20])[O:21][CH3:22].[CH3:35][c:36]1[cH:37][cH:38][cH:39][cH:40][cH:41]1.[OH2:23].[c:24]1([CH3:25])[cH:26][cH:27][c:28]([S:29]([OH:30])(=[O:31])=[O:32])[cH:33][cH:34]1>>[CH2:1]([c:2]1[cH:3][cH:4][cH:5][cH:6][cH:7]1)[O:8][C:9](=[O:10])[N:11]1[CH2:12][C:13](=[O:14])[N:15]([CH3:16])[CH:17]=[CH:18]1.